From a dataset of the Open Reaction Database (ORD), a public repository of structured organic reaction records. describe an organic reaction: reactants, conditions, products, and yield Reactants: COC1CCN(c2nc(C(F)(F)F)ccc2C=CC(=O)O)C1, Cl, C#Cc1cc(CN)cc(F)c1NS(C)(=O)=O. The product is C#Cc1cc(CNC(=O)C=Cc2ccc(C(F)(F)F)nc2N2CCC(OC)C2)cc(F)c1NS(C)(=O)=O. RXN SMILES: [CH3:18][O:19][CH:20]1[CH2:21][N:22]([c:25]2[n:26][c:27]([C:36]([F:37])([F:38])[F:39])[cH:28][cH:29][c:30]2[CH:31]=[CH:32][C:33](=[O:34])[OH:35])[CH2:23][CH2:24]1.[ClH:17].[NH2:1][CH2:2][c:3]1[cH:4][c:5]([C:15]#[CH:16])[c:6]([NH:10][S:11](=[O:12])(=[O:13])[CH3:14])[c:7]([F:9])[cH:8]1>>[NH:1]([CH2:2][c:3]1[cH:4][c:5]([C:15]#[CH:16])[c:6]([NH:10][S:11](=[O:12])(=[O:13])[CH3:14])[c:7]([F:9])[cH:8]1)[C:33]([CH:32]=[CH:31][c:30]1[c:25]([N:22]2[CH2:21][CH:20]([O:19][CH3:18])[CH2:24][CH2:23]2)[n:26][c:27]([C:36]([F:37])([F:38])[F:39])[cH:28][cH:29]1)=[O:34]. Reactants: C(#N)C(CCCI)(C1=CC=CC=C1)C1=CC=CC=C1 (4-cyano-4,4-diphenyl iodobutane), C([O-])([O-])=O.[K+].[K+] (potassium carbonate), C(CS)(=O)OCC (ethyl thioglycolate), O (water). Solvent: CN(C=O)C (N,N-dimethylformamide). Conditions: time 15 hour. Product: C(#N)C(CCCSCC(=O)OCC)(C1=CC=CC=C1)C1=CC=CC=C1 (Ethyl (4-cyano-4,4-diphenylbutylthio)acetate). Isolated yield 56.6%. RXN SMILES: [C:1]([C:3]([C:14]1[CH:19]=[CH:18][CH:17]=[CH:16][CH:15]=1)([C:8]1[CH:13]=[CH:12][CH:11]=[CH:10][CH:9]=1)[CH2:4][CH2:5][CH2:6]I)#[N:2].C(=O)([O-])[O-].[K+].[K+].[C:26]([O:30][CH2:31][CH3:32])(=[O:29])[CH2:27][SH:28].O>CN(C)C=O>[C:1]([C:3]([C:14]1[CH:19]=[CH:18][CH:17]=[CH:16][CH:15]=1)([C:8]1[CH:13]=[CH:12][CH:11]=[CH:10][CH:9]=1)[CH2:4][CH2:5][CH2:6][S:28][CH2:27][C:26]([O:30][CH2:31][CH3:32])=[O:29])#[N:2] |f:1.2.3|. Procedure details: To a solution of 4-cyano-4,4-diphenyl iodobutane (0.4 g, 1.1 mmol.) in N,N-dimethylformamide (3 ml) were added potassium carbonate (0.31 g, 2,2 mmol.) and ethyl thioglycolate (0.14 g, 1.2 mmol.). The mixture was stirred for 15 hours at room temperature. To the reaction mixture was added water, which was subjected to extraction with ethyl acetate. The organic layer was washed with a saturated aqueous saline solution and dried over anhydrous sodium sulfate. The solvent was distilled off under redu... Starting materials: N[C@H](CN1N=C(C=C1)C1=CC(=C(C#N)C=C1)Cl)C ((S)-4-(1-(2-aminopropyl)-1H-pyrazol-3-yl)-2-chlorobenzonitrile), N1=C(C=C2COCCN21)C(=O)O (6,7-dihydro-4H-pyrazolo[5,1-c][1,4]oxazine-2-carboxylic acid). The product is ClC=1C=C(C=CC1C#N)C1=NN(C=C1)C[C@H](C)NC(=O)C1=NN2C(COCC2)=C1 ((S)—N-(1-(3-(3-chloro-4-cyanophenyl)-1H-pyrazol-1-yl)propan-2-yl)-6,7-dihydro-4H-pyrazolo[5,1-c][1,4]oxazine-2-carboxamide). Reaction SMILES: [NH2:1][C@@H:2]([CH3:18])[CH2:3][N:4]1[CH:8]=[CH:7][C:6]([C:9]2[CH:16]=[CH:15][C:12]([C:13]#[N:14])=[C:11]([Cl:17])[CH:10]=2)=[N:5]1.[N:19]1[N:27]2[C:22]([CH2:23][O:24][CH2:25][CH2:26]2)=[CH:21][C:20]=1[C:28](O)=[O:29]>>[Cl:17][C:11]1[CH:10]=[C:9]([C:6]2[CH:7]=[CH:8][N:4]([CH2:3][C@@H:2]([NH:1][C:28]([C:20]3[CH:21]=[C:22]4[CH2:23][O:24][CH2:25][CH2:26][N:27]4[N:19]=3)=[O:29])[CH3:18])[N:5]=2)[CH:16]=[CH:15][C:12]=1[C:13]#[N:14]. Procedure details: The title compound was prepared using the method of Example 34(d) starting from (S)-4-(1-(2-aminopropyl)-1H-pyrazol-3-yl)-2-chlorobenzonitrile (200 mg, 0.767 mmol) and 6,7-dihydro-4H-pyrazolo[5,1-c][1,4]oxazine-2-carboxylic acid (166 mg, 0.997 mmol). The product was triturated with acetonitrile. Yield 95 mg (46%). 1H-NMR (400 MHz; d6-DMSO): δ 1.09 (d, 3H), 4.09 (t, 2H), 4.18 (t, 2H), 4.26-4.39 (m, 2H), 4.42-4.49 (m, 1H), 4.79 (s, 2H), 6.38 (s, 1H), 6.95 (d, 1H), 7.82 (d, 1H), 7.97-7.99 (m, 2H), ... Reported procedure: 2-methyl-3-nitro aniline (10 g, 0.005 mol) was taken in acetic acid (100 ml, 10 times) and cooled to 20° C. A solution of sodium nitrite (10 g, 0.14 mol, 2.25 eq) in water (25 ml) was added drop wise for 15 min at 20° C. The overall reaction mixture was stirred for 30 min at 20° C. and later stirred for 2 hrs at rt. Progress of the reaction was monitored by TLC (15% ethyl acetate/hexane, Rf˜0.2). On completion of the reaction, acetic acid was distilled off completely and the residue obtained was... Reaction conditions: temperature 20 celsius, time 30 minute. The product is NC=1C=CC=C2CC[C@H](CC12)O ((R)-8-amino-1,2,3,4-tetrahydronaphthalen-2-ol). As a reaction SMILES: [CH3:1][C:2]1[C:8]([N+:9]([O-])=O)=[CH:7][CH:6]=[CH:5][C:3]=1N.N([O-])=O.[Na+].C([O:19][CH2:20][CH3:21])(=O)C.[CH3:22]CCCCC>C(O)(=O)C.O>[NH2:9][C:8]1[CH:7]=[CH:6][CH:5]=[C:3]2[C:2]=1[CH2:1][C@H:20]([OH:19])[CH2:21][CH2:22]2 |f:1.2,3.4|. The yield is 68.0%. Starting materials: CC1=C(N)C=CC=C1[N+](=O)[O-] (2-methyl-3-nitro aniline), N(=O)[O-].[Na+] (sodium nitrite), C(C)(=O)OCC.CCCCCC (ethyl acetate hexane). Run in O (water), C(C)(=O)O (acetic acid), C(C)(=O)O (acetic acid), O (water). Product: CC(=O)NC(C)c1nc2cc(C(F)(F)F)c(Cl)cc2n1-c1ccc(CCNC(=O)NS(=O)(=O)c2ccc(C)cc2)cc1. As a reaction SMILES: [CH3:40][C:41]([Cl:42])=[O:43].[Cl:45][CH2:46][Cl:47].[NH2:1][CH:2]([CH3:3])[c:4]1[n:5][c:6]2[c:7]([n:8]1-[c:9]1[cH:10][cH:11][c:12]([CH2:15][CH2:16][NH:17][C:18](=[O:19])[NH:20][S:21](=[O:22])(=[O:23])[c:24]3[cH:25][cH:26][c:27]([CH3:30])[cH:28][cH:29]3)[cH:13][cH:14]1)[cH:31][c:32]([Cl:39])[c:33]([C:35]([F:36])([F:37])[F:38])[cH:34]2.[OH2:44]>>[NH:1]([CH:2]([CH3:3])[c:4]1[n:5][c:6]2[c:7]([n:8]1-[c:9]1[cH:10][cH:11][c:12]([CH2:15][CH2:16][NH:17][C:18](=[O:19])[NH:20][S:21](=[O:22])(=[O:23])[c:24]3[cH:25][cH:26][c:27]([CH3:30])[cH:28][cH:29]3)[cH:13][cH:14]1)[cH:31][c:32]([Cl:39])[c:33]([C:35]([F:36])([F:37])[F:38])[cH:34]2)[C:41]([CH3:40])=[O:43]. Starting materials: CC(=O)Cl, ClCCl, Cc1ccc(S(=O)(=O)NC(=O)NCCc2ccc(-n3c(C(C)N)nc4cc(C(F)(F)F)c(Cl)cc43)cc2)cc1, O. Conditions: temperature 140 celsius. Yields the product C1(CCC1)COC(=O)C=1C(=C2C(N(C(=NC2=CC1C)C)C1=C(C=CC=C1)S(NC)(=O)=O)=O)C (2,5,7-Trimethyl-3-(2-methylsulfamoylphenyl)-4-oxo-3,4-dihydro-quinazoline-6-carboxylic acid cyclobutylmethyl ester). The reactants are C(C)OC(=O)C=1C(=C2C(N(C(=NC2=CC1C)C)C1=C(C=CC=C1)S(NC)(=O)=O)=O)C (2,5,7-Trimethyl-3-(2-methylsulfamoyl-phenyl)-4-oxo-3,4-dihydro-quinazoline-6-carboxylic acid ethyl ester), C(C)OC(C1=C(C(C(=O)O)=C(C=C1C)NC(C)=O)C)=O (4-Acetylamino-2,6-dimethyl-isophthalic acid 1-ethyl ester), NC1=C(C=CC=C1)S(=O)(=O)NC (2-amino-N-methyl-benzenesulfonamide), P(Cl)(Cl)Cl (phosphorus trichloride). Procedure: Preparation of 2,5,7-Trimethyl-3-(2-methylsulfamoyl-phenyl)-4-oxo-3,4-dihydro-quinazoline-6-carboxylic acid ethyl ester: A heterogeneous mixture of 4-Acetylamino-2,6-dimethyl-isophthalic acid 1-ethyl ester (5.39 g, 1.95 mmol), 2-amino-N-methyl-benzenesulfonamide (3.63 g, 1.95 mmol), and phosphorus trichloride (8.5 mL, 9.7 mmol) in toluene (220 mL) was heated at 140° C. (oil bath temperature) for 3.5 h. The reaction mixture was allowed to cool to room temperature and then evaporated in vacuo. Suf... Run in C1(=CC=CC=C1)C (toluene). As a reaction SMILES: [CH2:1]([O:3][C:4]([C:6]1[C:7]([CH3:30])=[C:8]2[C:13](=[CH:14][C:15]=1[CH3:16])[N:12]=[C:11]([CH3:17])[N:10]([C:18]1[CH:23]=[CH:22][CH:21]=[CH:20][C:19]=1[S:24](=[O:28])(=[O:27])[NH:25][CH3:26])[C:9]2=[O:29])=[O:5])[CH3:2].C(O[C:34](=O)[C:35]1C(C)=CC(NC(=O)C)=C(C(O)=O)[C:36]=1C)C.NC1C=CC=CC=1S(NC)(=O)=O.P(Cl)(Cl)Cl>C1(C)C=CC=CC=1>[CH:2]1([CH2:1][O:3][C:4]([C:6]2[C:7]([CH3:30])=[C:8]3[C:13](=[CH:14][C:15]=2[CH3:16])[N:12]=[C:11]([CH3:17])[N:10]([C:18]2[CH:23]=[CH:22][CH:21]=[CH:20][C:19]=2[S:24](=[O:28])(=[O:27])[NH:25][CH3:26])[C:9]3=[O:29])=[O:5])[CH2:36][CH2:35][CH2:34]1. The reactants are CN1CCN(c2ccc(N)cc2)CC1, CC(C)O, CCS(=O)(=O)c1ncc(C(=O)c2cccc(F)c2)c(N)n1, O, Cc1ccc(S(=O)(=O)O)cc1. Yields the product CN1CCN(c2ccc(Nc3ncc(C(=O)c4cccc(F)c4)c(N)n3)cc2)CC1. Reaction SMILES: [CH3:22][N:23]1[CH2:24][CH2:25][N:26]([c:29]2[cH:30][cH:31][c:32]([NH2:33])[cH:34][cH:35]2)[CH2:27][CH2:28]1.[CH:48]([OH:49])([CH3:50])[CH3:51].[NH2:1][c:2]1[n:3][c:4]([S:17]([CH2:18][CH3:19])(=[O:20])=[O:21])[n:5][cH:6][c:7]1[C:8](=[O:9])[c:10]1[cH:11][c:12]([F:16])[cH:13][cH:14][cH:15]1.[OH2:36].[c:37]1([CH3:38])[cH:39][cH:40][c:41]([S:42]([OH:43])(=[O:44])=[O:45])[cH:46][cH:47]1>>[NH2:1][c:2]1[n:3][c:4]([NH:33][c:32]2[cH:31][cH:30][c:29]([N:26]3[CH2:25][CH2:24][N:23]([CH3:22])[CH2:28][CH2:27]3)[cH:35][cH:34]2)[n:5][cH:6][c:7]1[C:8](=[O:9])[c:10]1[cH:11][c:12]([F:16])[cH:13][cH:14][cH:15]1. The reactants are [OH-].[Na+] (NaOH), C(C1=CC=CC=C1)NC1=NN2C(S1)=NC=C2I (benzyl-(5-iodo-imidazo[2,1-b][1,3,4]thiadiazol-2-yl)-amine), COC=1C=C(C=CC1OC)B(O)O (3,4-dimethoxyphenylboronic acid). RXN SMILES: [OH-].[Na+].[CH2:3]([NH:10][C:11]1[S:15][C:14]2=[N:16][CH:17]=[C:18](I)[N:13]2[N:12]=1)[C:4]1[CH:9]=[CH:8][CH:7]=[CH:6][CH:5]=1.[CH3:20][O:21][C:22]1[CH:23]=[C:24](B(O)O)[CH:25]=[CH:26][C:27]=1[O:28][CH3:29]>C1C=CC([P]([Pd]([P](C2C=CC=CC=2)(C2C=CC=CC=2)C2C=CC=CC=2)([P](C2C=CC=CC=2)(C2C=CC=CC=2)C2C=CC=CC=2)[P](C2C=CC=CC=2)(C2C=CC=CC=2)C2C=CC=CC=2)(C2C=CC=CC=2)C2C=CC=CC=2)=CC=1.C(COC)OC>[CH2:3]([NH:10][C:11]1[S:15][C:14]2=[N:16][CH:17]=[C:18]([C:25]3[CH:24]=[CH:23][C:22]([O:21][CH3:20])=[C:27]([O:28][CH3:29])[CH:26]=3)[N:13]2[N:12]=1)[C:4]1[CH:9]=[CH:8][CH:7]=[CH:6][CH:5]=1 |f:0.1,^1:36,38,57,76|. Procedure: An aqueous solution of NaOH (1.00 ml) was added to a mixture of benzyl-(5-iodo-imidazo[2,1-b][1,3,4]thiadiazol-2-yl)-amine (250.00 mg; 0.70 mmol; 1.00 eq.), 3,4-dimethoxyphenylboronic acid (191.59 mg; 1.05 mmol; 1.50 eq.), Pd(PPh3)4 and dimethoxyethane (5.00 ml) under N2. The resulting suspension was heated in the microwave at 90° C. for 30 minutes under N2. The reaction was filtered, washed with dimethoxyethane, water and dried at 40° C. for 18 h. 135.5 mg of the desired product were obtained a... Yields the product C(C1=CC=CC=C1)NC1=NN2C(S1)=NC=C2C2=CC(=C(C=C2)OC)OC (Benzyl-[5-(3,4-dimethoxy-phenyl)-imidazo[2,1-b][1,3,4]thiadiazol-2-yl]-amine). Conditions: temperature 90 celsius. Yield: 52.8%. Reagents/catalysts: C=1C=CC(=CC1)[P](C=2C=CC=CC2)(C=3C=CC=CC3)[Pd]([P](C=4C=CC=CC4)(C=5C=CC=CC5)C=6C=CC=CC6)([P](C=7C=CC=CC7)(C=8C=CC=CC8)C=9C=CC=CC9)[P](C=1C=CC=CC1)(C=1C=CC=CC1)C=1C=CC=CC1 (Pd(PPh3)4). The solvent is C(OC)COC (dimethoxyethane). Yields the product c1ccc(C(=Nc2ccc(-c3ccc(OC4CN5CCC4CC5)nn3)cc2)c2ccccc2)cc1. Starting materials: Brc1ccc(-c2ccc(OC3CN4CCC3CC4)nn2)cc1, N=C(c1ccccc1)c1ccccc1, Cc1ccccc1, CCOC(C)=O, O=C(C=Cc1ccccc1)C=Cc1ccccc1, O=C(C=Cc1ccccc1)C=Cc1ccccc1, O=C(C=Cc1ccccc1)C=Cc1ccccc1, [Pd], [Pd]. RXN SMILES: [Br:1][c:2]1[cH:3][cH:4][c:5](-[c:8]2[cH:9][cH:10][c:11]([O:14][CH:15]3[CH2:16][N:17]4[CH2:18][CH2:19][CH:20]3[CH2:21][CH2:22]4)[n:12][n:13]2)[cH:6][cH:7]1.[C:23]([c:24]1[cH:25][cH:26][cH:27][cH:28][cH:29]1)([c:30]1[cH:31][cH:32][cH:33][cH:34][cH:35]1)=[NH:36].[CH3:37][c:38]1[cH:39][cH:40][cH:41][cH:42][cH:43]1.[CH3:44][CH2:45][O:46][C:47]([CH3:48])=[O:49].[O:52]=[C:53]([CH:54]=[CH:55][c:56]1[cH:57][cH:58][cH:59][cH:60][cH:61]1)[CH:62]=[CH:63][c:64]1[cH:65][cH:66][cH:67][cH:68][cH:69]1.[O:70]=[C:71]([CH:72]=[CH:73][c:74]1[cH:75][cH:76][cH:77][cH:78][cH:79]1)[CH:80]=[CH:81][c:82]1[cH:83][cH:84][cH:85][cH:86][cH:87]1.[O:88]=[C:89]([CH:90]=[CH:91][c:92]1[cH:93][cH:94][cH:95][cH:96][cH:97]1)[CH:98]=[CH:99][c:100]1[cH:101][cH:102][cH:103][cH:104][cH:105]1.[Pd:50].[Pd:51]>>[c:2]1([N:36]=[C:23]([c:24]2[cH:25][cH:26][cH:27][cH:28][cH:29]2)[c:30]2[cH:31][cH:32][cH:33][cH:34][cH:35]2)[cH:3][cH:4][c:5](-[c:8]2[cH:9][cH:10][c:11]([O:14][CH:15]3[CH2:16][N:17]4[CH2:18][CH2:19][CH:20]3[CH2:21][CH2:22]4)[n:12][n:13]2)[cH:6][cH:7]1. The reactants are COC(=O)C=Cc1ccc(N(Cc2cccc(OC3CCCCO3)c2)S(=O)(=O)c2c(C)cc(C)cc2C)cc1, CCOC(C)=O, Cl, [Na+], C1CCOC1, [OH-], O. Product: Cc1cc(C)c(S(=O)(=O)N(Cc2cccc(OC3CCCCO3)c2)c2ccc(C=CC(=O)O)cc2)c(C)c1. Reaction SMILES: [CH3:1][O:2][C:3]([CH:4]=[CH:5][c:6]1[cH:7][cH:8][c:9]([N:12]([S:13](=[O:14])(=[O:15])[c:16]2[c:17]([CH3:24])[cH:18][c:19]([CH3:23])[cH:20][c:21]2[CH3:22])[CH2:25][c:26]2[cH:27][c:28]([O:32][CH:33]3[O:34][CH2:35][CH2:36][CH2:37][CH2:38]3)[cH:29][cH:30][cH:31]2)[cH:10][cH:11]1)=[O:39].[CH3:43][CH2:44][O:45][C:46](=[O:47])[CH3:48].[ClH:42].[Na+:41].[O:49]1[CH2:50][CH2:51][CH2:52][CH2:53]1.[OH-:40].[OH2:54]>>[O:2]=[C:3]([CH:4]=[CH:5][c:6]1[cH:7][cH:8][c:9]([N:12]([S:13](=[O:14])(=[O:15])[c:16]2[c:17]([CH3:24])[cH:18][c:19]([CH3:23])[cH:20][c:21]2[CH3:22])[CH2:25][c:26]2[cH:27][c:28]([O:32][CH:33]3[O:34][CH2:35][CH2:36][CH2:37][CH2:38]3)[cH:29][cH:30][cH:31]2)[cH:10][cH:11]1)[OH:39].